From a dataset of the Open Reaction Database (ORD), a public repository of structured organic reaction records. describe an organic reaction: reactants, conditions, products, and yield Starting materials: C(C)(C)(C)OC(=O)N1[C@@H](CC(C1)=NOC)C(=O)O ((2S,4EZ)-1-(tert-butoxycarbonyl)-4-(methoxyimino)-2-pyrrolidinecarboxylic acid), O=C1OC(=CC=C1C(=O)O)CCCCC (2-oxo-6-pentyl-2H-pyran-3-carboxylic acid), C(C)N1C2=CC=CC=C2C=2C=C(C=CC12)N (9-ethyl-9H-carbazol-3-amine). Yields the product C(C)N1C2=CC=CC=C2C=2C=C(C=CC12)NC(=O)[C@H]1N(CC(C1)=NOC)C(=O)C=1C(OC(=CC1)CCCCC)=O ((2S,4EZ)-N-(9-ethyl-9H-carbazol-3-yl)-4-(methoxyimino)-1-[(2-oxo-6pentyl-2H-pyran-3-yl)carbonyl]-2-pyrolidinecarboxamide). Reaction SMILES: C(O[C:6]([N:8]1[CH2:12][C:11](=[N:13][O:14][CH3:15])[CH2:10][C@H:9]1[C:16]([OH:18])=O)=[O:7])(C)(C)C.[O:19]=[C:20]1[C:25](C(O)=O)=[CH:24][CH:23]=[C:22]([CH2:29][CH2:30][CH2:31][CH2:32][CH3:33])[O:21]1.[CH2:34]([N:36]1[C:48]2[CH:47]=[CH:46][C:45]([NH2:49])=[CH:44][C:43]=2[C:42]2[C:37]1=[CH:38][CH:39]=[CH:40][CH:41]=2)[CH3:35]>>[CH2:34]([N:36]1[C:48]2[CH:47]=[CH:46][C:45]([NH:49][C:16]([C@@H:9]3[CH2:10][C:11](=[N:13][O:14][CH3:15])[CH2:12][N:8]3[C:6]([C:25]3[C:20](=[O:19])[O:21][C:22]([CH2:29][CH2:30][CH2:31][CH2:32][CH3:33])=[CH:23][CH:24]=3)=[O:7])=[O:18])=[CH:44][C:43]=2[C:42]2[C:37]1=[CH:38][CH:39]=[CH:40][CH:41]=2)[CH3:35]. Procedure: Following the general method as outlined in Example 2, starting from (2S,4EZ)-1-(tert-butoxycarbonyl)-4-(methoxyimino)-2-pyrrolidinecarboxylic acid, 2-oxo-6-pentyl-2H-pyran-3-carboxylic acid, and 9-ethyl-9H-carbazol-3-amine the title compound was obtained after column chromatography as an off-white solid as a mixture of E/Z-isomers. The isomers were separated by column chromatography. Starting materials: O (water), ClC1=CC=NC2=CC(=C(C=C12)OC)OCC1=CC=CC=C1 (4-Chloro-7-benzyloxy-6-methoxy-quinoline), OC=1C=C2C=CC=C(C2=CC1)C(=O)O (6-Hydroxy-1-naphthoic acid), [OH-].[K+] (KOH). The solvent is CS(=O)C (DMSO). Yields the product C(C1=CC=CC=C1)OC1=C(C=C2C(=CC=NC2=C1)OC=1C=C2C=CC=C(C2=CC1)C(=O)O)OC (6-(7-(benzyloxy)-6-methoxyquinolin-4-yloxy)-1-naphthoic acid). Isolated yield 62.0%. Reaction SMILES: Cl[C:2]1[C:11]2[C:6](=[CH:7][C:8]([O:14][CH2:15][C:16]3[CH:21]=[CH:20][CH:19]=[CH:18][CH:17]=3)=[C:9]([O:12][CH3:13])[CH:10]=2)[N:5]=[CH:4][CH:3]=1.[OH:22][C:23]1[CH:24]=[C:25]2[C:30](=[CH:31][CH:32]=1)[C:29]([C:33]([OH:35])=[O:34])=[CH:28][CH:27]=[CH:26]2.[OH-].[K+].O>CS(C)=O>[CH2:15]([O:14][C:8]1[CH:7]=[C:6]2[C:11]([C:2]([O:22][C:23]3[CH:24]=[C:25]4[C:30](=[CH:31][CH:32]=3)[C:29]([C:33]([OH:35])=[O:34])=[CH:28][CH:27]=[CH:26]4)=[CH:3][CH:4]=[N:5]2)=[CH:10][C:9]=1[O:12][CH3:13])[C:16]1[CH:21]=[CH:20][CH:19]=[CH:18][CH:17]=1 |f:2.3|. Reported procedure: 4-Chloro-7-benzyloxy-6-methoxy-quinoline (3 g) was mixed with 6-Hydroxy-1-naphthoic acid (2 g) and KOH (2.5 g) in DMSO (11 ml). The mixture was heated at 130oC for 5 hours and cooled to RT. The reaction was then poured into a stirred water (60 ml) solution slowly to give a precipitate that was filtered to give 6-(7-(benzyloxy)-6-methoxyquinolin-4-yloxy)-1-naphthoic acid (2.8 g). This product was mixed with MeNH2—HCl (2 g), EDC (3.3 g), HOBt (2 g) and DIPEA (4 ml) in DCM (80 ml). The reaction was... Reactants: O=C(Cl)CCCCBr, COc1ccc(-c2cc(N)n[nH]2)cc1, CC#N, CCN(C(C)C)C(C)C, CN(C)C=O. Yields the product COc1ccc(-c2cc(NC(=O)CCCCBr)n[nH]2)cc1. RXN SMILES: [Br:27][CH2:28][CH2:29][CH2:30][CH2:31][C:32](=[O:33])[Cl:34].[CH3:1][O:2][c:3]1[cH:4][cH:5][c:6](-[c:9]2[cH:10][c:11]([NH2:14])[n:12][nH:13]2)[cH:7][cH:8]1.[CH3:24][C:25]#[N:26].[CH:15]([N:16]([CH:17]([CH3:18])[CH3:19])[CH2:20][CH3:21])([CH3:22])[CH3:23].[O:35]=[CH:36][N:37]([CH3:38])[CH3:39]>>[CH3:1][O:2][c:3]1[cH:4][cH:5][c:6](-[c:9]2[cH:10][c:11]([NH:14][C:32]([CH2:31][CH2:30][CH2:29][CH2:28][Br:27])=[O:33])[n:12][nH:13]2)[cH:7][cH:8]1.